From a dataset of the Open Reaction Database (ORD), a public repository of structured organic reaction records. describe an organic reaction: reactants, conditions, products, and yield Starting materials: CSC1C(N(C2=CC=CC(=C12)O[Si](C)(C)C(C)(C)C)C)=O (3-methylsulfanyl-4-(t-butyldimethylsilyloxy)-methyl-1,3-dihydro-indol-2-one), [Cl-].[NH4+] (ammonium chloride). Reagents/catalysts: [Zn] (zinc). Run in C1CCOC1 (THF). Conditions: time 60 hour. Product: CN1C(CC2=CC=CC=C12)=O (methyl-1,3-dihydro-indol-2-one). RXN SMILES: CS[CH:3]1[C:11]2[C:6](=[CH:7][CH:8]=[CH:9][C:10]=2O[Si](C(C)(C)C)(C)C)[N:5]([CH3:20])[C:4]1=[O:21].[Cl-].[NH4+]>C1COCC1.[Zn]>[CH3:20][N:5]1[C:6]2[C:11](=[CH:10][CH:9]=[CH:8][CH:7]=2)[CH2:3][C:4]1=[O:21] |f:1.2|. Procedure details: A solution of 1.2 g (3.7 mmol) of 3-methylsulfanyl-4-(t-butyldimethylsilyloxy)-methyl-1,3-dihydro-indol-2-one in THF (25 mL) was stirred with saturated ammonium chloride solution (20 mL), and activated zinc dust (5 g) was added. The mixture was stirred for 60 h at rt. The organic phase was separated, dried over MgSO4 and concentrated to give 1.16 g of impure 4-t-butyldimethylsilyloxy)methyl-1,3-dihydro-indol-2-one as an off-white solid: 1H NMR (DMSO-d6): δ 0.11 (s, 6H), 0.86 (s, 9H), 3.42 (s, 2H... Starting materials: BrCC(=O)C1=CC2=CC=CC=C2C=C1 (bromomethyl-2-naphthyl ketone), SCCCCC(=O)O (5-mercaptovaleric acid), C([O-])([O-])=O.[K+].[K+] (potassium carbonate). Solvent: C1CCOC1 (THF). Product: C1=C(C=CC2=CC=CC=C12)C(=O)CSCCCCC(=O)O (5-(2-Naphthoylmethylsulfanyl)pentanoic acid). Isolated yield 50.0%. As a reaction SMILES: Br[CH2:2][C:3]([C:5]1[CH:14]=[CH:13][C:12]2[C:7](=[CH:8][CH:9]=[CH:10][CH:11]=2)[CH:6]=1)=[O:4].[SH:15][CH2:16][CH2:17][CH2:18][CH2:19][C:20]([OH:22])=[O:21].C(=O)([O-])[O-].[K+].[K+]>C1COCC1>[CH:6]1[C:7]2[C:12](=[CH:11][CH:10]=[CH:9][CH:8]=2)[CH:13]=[CH:14][C:5]=1[C:3]([CH2:2][S:15][CH2:16][CH2:17][CH2:18][CH2:19][C:20]([OH:22])=[O:21])=[O:4] |f:2.3.4|. Reported procedure: To a solution of bromomethyl-2-naphthyl ketone (2 g, 8.00 mmol) in anhydrous THF (50 mL) was added 5-mercaptovaleric acid (1.07 g, 8.00 mmol), followed by potassium carbonate (5.71 g, 41 mmol). The suspension was refluxed for 1 hour, cooled to the room temperature and filtered. The solid was collected, dissolved in a 1:1 mixture water-THF and acidified with HCl (pH 1-2). The acidic solution was extracted with ether, dried (MgSO4), filtered and evaporated to produce the title compound 225a (1.21 ...